This data is from the Open Reaction Database (ORD), a public repository of structured organic reaction records. The task is: describe an organic reaction: reactants, conditions, products, and yield The reactants are COc1cc(OC)nc(S(C)(=O)=O)n1, Cc1ncoc1-c1c(O)cccc1Cl, O=C([O-])[O-], CN(C)C=O, O. Product: COc1cc(OC)nc(Oc2cccc(Cl)c2-c2ocnc2C)n1. RXN SMILES: [CH3:20][S:21](=[O:22])(=[O:23])[c:24]1[n:25][c:26]([O:32][CH3:33])[cH:27][c:28]([O:30][CH3:31])[n:29]1.[CH3:6][c:7]1[n:8][cH:9][o:10][c:11]1-[c:12]1[c:13]([OH:19])[cH:14][cH:15][cH:16][c:17]1[Cl:18].[O-:34][C:35](=[O:36])[O-:37].[O:1]=[CH:2][N:3]([CH3:4])[CH3:5].[OH2:38]>>[CH3:6][c:7]1[n:8][cH:9][o:10][c:11]1-[c:12]1[c:13]([O:19][c:24]2[n:25][c:26]([O:32][CH3:33])[cH:27][c:28]([O:30][CH3:31])[n:29]2)[cH:14][cH:15][cH:16][c:17]1[Cl:18]. The reactants are CC(C)(C)[O-].[K+] (KOtBu), CI (MeI), C(C(C)C)C1=CCC(C(C1)C)C=O (4-Isobutyl-6-methylcyclohex-3-enecarbaldehyde). The solvent is C(Cl)Cl (methylene chloride). Conditions: temperature -3 celsius. Yields the product C(C(C)C)C1=CCC(C(C1)C)(C=O)C (4-Isobutyl-1,6-dimethylcyclohex-3-enecarbaldehyde). The yield is 99.4%. As a reaction SMILES: [CH2:1]([C:5]1[CH2:10][CH:9]([CH3:11])[CH:8]([CH:12]=[O:13])[CH2:7][CH:6]=1)[CH:2]([CH3:4])[CH3:3].[CH3:14]C([O-])(C)C.[K+].CI>C(Cl)Cl>[CH2:1]([C:5]1[CH2:10][CH:9]([CH3:11])[C:8]([CH3:14])([CH:12]=[O:13])[CH2:7][CH:6]=1)[CH:2]([CH3:4])[CH3:3] |f:1.2|. Procedure details: 4-Isobutyl-6-methylcyclohex-3-enecarbaldehyde 3b (8 g, 44 mmol) was dissolved in methylene chloride (400 ml) and cooled to −3° C. with stirring and under nitrogen. KOtBu (6.7 g, 58 mmol) and MeI (19 g, 130 mmol) were added sequentially and the suspension stirred for 30 min before being allowed to return to room temperature. After stirring for a further 3 h the reaction crude was poured onto brine (400 ml), stirred for 10 min and the phases allowed to separate. The upper aqueous phase was extract... Reactants: CO, CC(C)OC(C)C, Cl, COC(=O)c1cc2cc(CC(C)NC(C)c3ccccc3)ccc2n1C(=O)OC(C)(C)C. Product: COC(=O)c1cc2cc(CC(C)NC(C)c3ccccc3)ccc2[nH]1. As a reaction SMILES: [CH3:41][OH:42].[CH:34]([O:35][CH:36]([CH3:37])[CH3:38])([CH3:39])[CH3:40].[ClH:33].[c:1]1([CH:7]([CH3:8])[NH:9][CH:10]([CH2:11][c:12]2[cH:13][c:14]3[cH:15][c:16]([C:28](=[O:29])[O:30][CH3:31])[n:17]([C:21]([O:22][C:23]([CH3:24])([CH3:25])[CH3:26])=[O:27])[c:18]3[cH:19][cH:20]2)[CH3:32])[cH:2][cH:3][cH:4][cH:5][cH:6]1>>[c:1]1([CH:7]([CH3:8])[NH:9][CH:10]([CH2:11][c:12]2[cH:13][c:14]3[cH:15][c:16]([C:28](=[O:29])[O:30][CH3:31])[nH:17][c:18]3[cH:19][cH:20]2)[CH3:32])[cH:2][cH:3][cH:4][cH:5][cH:6]1. Starting materials: O (water), C(C1=CC=CC=C1)OC1=C(N=C2N(C1=O)C=C(C=C2)N2CCOCC2)C(=N)NO (3-benzyloxy-N-hydroxy-7-morpholin-4-yl-4-oxo-4H-pyrido[1,2-a]pyrimidine-2-carboxamidine), FC1=CC=C(C=C1)CC(=O)Cl (4-fluorophenylacetyl chloride), TEA. Solvent: C1CCOC1 (THF). Reaction conditions: time 8 hour. The product is C(C1=CC=CC=C1)OC1=C(N=C2N(C1=O)C=C(C=C2)N2CCOCC2)C(=N)NOC(CC2=CC=C(C=C2)F)=O (3-benzyloxy-N-[2-(4-fluoro-phenyl)-acetoxy]-7-morpholin-4-yl-4-oxo-4H-pyrido[1,2-a]pyrimidine-2-carboxamidine). Isolated yield 96.3%. As a reaction SMILES: [CH2:1]([O:8][C:9]1[C:14](=[O:15])[N:13]2[CH:16]=[C:17]([N:20]3[CH2:25][CH2:24][O:23][CH2:22][CH2:21]3)[CH:18]=[CH:19][C:12]2=[N:11][C:10]=1[C:26]([NH:28][OH:29])=[NH:27])[C:2]1[CH:7]=[CH:6][CH:5]=[CH:4][CH:3]=1.[F:30][C:31]1[CH:36]=[CH:35][C:34]([CH2:37][C:38](Cl)=[O:39])=[CH:33][CH:32]=1.O>C1COCC1>[CH2:1]([O:8][C:9]1[C:14](=[O:15])[N:13]2[CH:16]=[C:17]([N:20]3[CH2:21][CH2:22][O:23][CH2:24][CH2:25]3)[CH:18]=[CH:19][C:12]2=[N:11][C:10]=1[C:26]([NH:28][O:29][C:38](=[O:39])[CH2:37][C:34]1[CH:35]=[CH:36][C:31]([F:30])=[CH:32][CH:33]=1)=[NH:27])[C:2]1[CH:7]=[CH:6][CH:5]=[CH:4][CH:3]=1. Procedure: The product of example 20 (200 mg, 0.51 mmol) and 4-fluorophenylacetyl chloride (0.073 mL, 0.53 mmol) were dissolved in THF (5 ml). To this solution was added TEA (0.14 mL, 1.02 mmol) dropwise at 0° C. The mixture was stirred at room temperature overnight and then poured into water (30 ml). The crude product was obtained by filtration. It was recrystallized from CH2Cl2/PE to give the titled product (261 mg, yield 97.0%) Reactants: O=C1OCCC1S(=O)(=O)c1ccc(Cl)cc1, [H-], CI, [Na+], CN(C)C=O. The product is CC1(S(=O)(=O)c2ccc(Cl)cc2)CCOC1=O. RXN SMILES: [Cl:1][c:2]1[cH:3][cH:4][c:5]([S:8](=[O:9])(=[O:10])[CH:11]2[C:12](=[O:16])[O:13][CH2:14][CH2:15]2)[cH:6][cH:7]1.[H-:18].[I:19][CH3:20].[Na+:17].[O:21]=[CH:22][N:23]([CH3:24])[CH3:25]>>[Cl:1][c:2]1[cH:3][cH:4][c:5]([S:8](=[O:9])(=[O:10])[C:11]2([CH3:20])[C:12](=[O:16])[O:13][CH2:14][CH2:15]2)[cH:6][cH:7]1. The reactants are COC(CN(C(CC)=O)C(=O)OC(C)(C)C)=O (methyl-2-[tert-butoxycarbonyl-(propanoyl)-amino]-acetate), C1CCOC1 (THF), CN1CCCN(C1=O)C (DMPU), [Li+].C[Si](C)(C)[N-][Si](C)(C)C (LHMDS). Run at temperature -78 celsius, time 1.5 hour. Yields the product COC(C(C(CC)=O)NC(=O)OC(C)(C)C)=O (methyl-2-(tert-butoxycarbonylamino)-3-oxo-pentanoate). The yield is 81.0%. Reaction SMILES: [CH3:1][O:2][C:3](=[O:17])[CH2:4][N:5]([C:10]([O:12][C:13]([CH3:16])([CH3:15])[CH3:14])=[O:11])C(=O)CC.CN1C(=O)N(C)CCC1.[Li+].C[Si]([N-][Si](C)(C)C)(C)C.[CH2:37]1C[O:40][CH2:39][CH2:38]1>>[CH3:1][O:2][C:3](=[O:17])[CH:4]([NH:5][C:10]([O:12][C:13]([CH3:14])([CH3:15])[CH3:16])=[O:11])[C:39](=[O:40])[CH2:38][CH3:37] |f:2.3|. Reported procedure: Under argon atmosphere, at −78° C., to a stirred solution of methyl-2-[tert-butoxycarbonyl-(propanoyl)-amino]-acetate (0.856 g, 3.5 mmol) in dry THF (4 mL) was initially added DMPU (0.89 g, 7.0 mmol) followed by LHMDS (1M solution in THF, 8.75 mL, 8.75 mmol) over a period of 10 min. After stirring at −78° C. for 1.5 h, the reaction mixture was quenched with saturated NH4Cl solution and extracted with AcOEt (3×15 mL). The organic layer was washed with H2O and brine, dried over Na2SO4, filtered, a... Starting materials: alcohol, 4-phenoxy, ClC(=O)[O-] (chloroformate), alcohol, C[O-] (methoxide), ClC(=O)[O-] (chloroformate), alcohol, C(=O)(Cl)Cl (phosgene), chloro, C1(=CC=CC=C1)O (phenol), [OH-].[K+] (KOH), C(C)(=O)OCCCC(C)(Cl)N=NC(C)(C)C (4-t-butylazo-4-chloropentyl acetate), C(C)(=O)[O-] (acetate), alcohol. Solvent: CCCCC (pentane), N1=CC=CC=C1 (pyridine), CCCCC (pentane), CO (methanol). Yields the product ClC(=O)OCCCC(C)(OC)N=NC(C)(C)C (4-t-Butylazo-4-methoxypentyl chloroformate). Reaction SMILES: [C:1]1([OH:7])C=CC=CC=1.[OH-].[K+].[C:10]([O:13][CH2:14][CH2:15][CH2:16][C:17]([N:20]=[N:21][C:22]([CH3:25])([CH3:24])[CH3:23])(Cl)[CH3:18])(=[O:12])C.C([O-])(=O)C.C[O-].[Cl:32]C([O-])=O.C(Cl)(Cl)=O>CCCCC.N1C=CC=CC=1.CO>[Cl:32][C:10]([O:13][CH2:14][CH2:15][CH2:16][C:17]([N:20]=[N:21][C:22]([CH3:25])([CH3:24])[CH3:23])([O:7][CH3:1])[CH3:18])=[O:12] |f:1.2|. Procedure details: This compound was prepared in the same manner as the 4-phenoxy derivative described in Example XXIX except that phenol was not added to the methanolic solution of KOH before the 4-t-butylazo-4-chloropentyl acetate was added in step C. The acetate was saponified to the alcohol by addition of excess base to the methanol after the reaction of the chloro compound and the methoxide was complete. The alcohol was then converted to the chloroformate by adding a pentane solution of the alcohol and pyridi... The reactants are O=C1CCCO1, CN(C)C(N(C)C)N(C)C. Yields the product CN(C)C=C1CCOC1=O. RXN SMILES: [C:1]1(=[O:6])[CH2:2][CH2:3][CH2:4][O:5]1.[CH3:7][N:8]([CH3:9])[CH:10]([N:11]([CH3:12])[CH3:13])[N:14]([CH3:15])[CH3:16]>>[C:1]1(=[O:6])[C:2](=[CH:10][N:8]([CH3:7])[CH3:9])[CH2:3][CH2:4][O:5]1. The reactants are COC1=CC(=C(C#N)C=C1OCCOC)[N+](=O)[O-] (4-methoxy-5-(2-methoxyethoxy)-2-nitrobenzonitrile), [Al+3].[Cl-].[Cl-].[Cl-] (AlCl3), CC(OCC)=O (EA). The solvent is Cl (HCl), C(Cl)Cl (DCM). Product: OC1=CC(=C(C#N)C=C1OCCOC)[N+](=O)[O-] (4-hydroxy-5-(2-methoxyethoxy)-2-nitrobenzonitrile). Isolated yield 56.5%. Reaction SMILES: C[O:2][C:3]1[C:10]([O:11][CH2:12][CH2:13][O:14][CH3:15])=[CH:9][C:6]([C:7]#[N:8])=[C:5]([N+:16]([O-:18])=[O:17])[CH:4]=1.[Al+3].[Cl-].[Cl-].[Cl-].CC(=O)OCC>C(Cl)Cl.Cl>[OH:2][C:3]1[C:10]([O:11][CH2:12][CH2:13][O:14][CH3:15])=[CH:9][C:6]([C:7]#[N:8])=[C:5]([N+:16]([O-:18])=[O:17])[CH:4]=1 |f:1.2.3.4|. Procedure: To a solution of 4-methoxy-5-(2-methoxyethoxy)-2-nitrobenzonitrile (1.5 g) in anhydrous DCM (30 mL) was added anhydrous AlCl3 (6 g) at 0° C. The resulting mixture was heated to reflux for 1 h. After reaction finished, the mixture was diluted with 1N aqueous HCl (50 mL) and exacted with EA (3×50 mL). The combined organic layer was dried over Na2SO4, concentrated under reduced pressure, and purification by silica chromatography to give 0.8 g of 4-hydroxy-5-(2-methoxyethoxy)-2-nitrobenzonitrile. Reactants: C(C)[Mg]Br (ethylmagnesium bromide), CO[SiH]1CCC(CC1)[C@@H]1CC[C@H](CC1)CCCCC1=CC(=C(C=C1)OC(F)F)F (1-methoxy-4-(trans-4-(4-(3-fluoro-4-difluoromethoxyphenyl)butyl)cyclohexyl)-1-silacyclohexane), resultant product. Run in C1CCOC1 (THF), C1CCOC1 (THF). Product: FC=1C=C(C=CC1OC(F)F)CCCC[C@@H]1CC[C@H](CC1)[C@@H]1CC[Si@H](CC1)CC (trans-4-(trans-4-(4-(3-fluoro-4-difluoromethoxyphenyl)butyl)cyclohexyl)-1-ethyl-1-silacyclohexane). The yield is 88.6%. As a reaction SMILES: [CH2:1]([Mg]Br)[CH3:2].CO[SiH:7]1[CH2:12][CH2:11][CH:10]([C@H:13]2[CH2:18][CH2:17][C@H:16]([CH2:19][CH2:20][CH2:21][CH2:22][C:23]3[CH:28]=[CH:27][C:26]([O:29][CH:30]([F:32])[F:31])=[C:25]([F:33])[CH:24]=3)[CH2:15][CH2:14]2)[CH2:9][CH2:8]1>C1COCC1>[F:33][C:25]1[CH:24]=[C:23]([CH2:22][CH2:21][CH2:20][CH2:19][C@H:16]2[CH2:17][CH2:18][C@H:13]([C@H:10]3[CH2:9][CH2:8][Si@H:7]([CH2:1][CH3:2])[CH2:12][CH2:11]3)[CH2:14][CH2:15]2)[CH:28]=[CH:27][C:26]=1[O:29][CH:30]([F:31])[F:32]. Procedure details: 130 ml (0.13 moles) of a THF solution of 1M of ethylmagnesium bromide was dropped in a mixed solution of 42.9 g (10 mmols) of 1-methoxy-4-(trans-4-(4-(3-fluoro-4-difluoromethoxyphenyl)butyl)cyclohexyl)-1-silacyclohexane and 30 ml of THF. The resultant product was found to be a mixture of trans and cis isomers with respect to the silacyclohexane ring. The product was subjected to ordinary aftertreatments such as removal of solvent and salts, followed by isolation through chromatography to obtain ...